Dataset: the Open Reaction Database (ORD), a public repository of structured organic reaction records. Task: describe an organic reaction: reactants, conditions, products, and yield Starting materials: N1=C(C=CC=C1)C=O (2-pyridinecarboxaldehyde), C(CO)O (ethylene glycol), O.C1(=CC=C(C=C1)S(=O)(=O)O)C (p-toluenesulfonic acid monohydrate). Solvent: C1(=CC=CC=C1)C (toluene). Yields the product O1C(OCC1)C1=NC=CC=C1 (2-(1,3-dioxolan-2-yl)pyridine). Yield: 67.0%. Reaction SMILES: [N:1]1[CH:6]=[CH:5][CH:4]=[CH:3][C:2]=1[CH:7]=[O:8].[CH2:9](O)[CH2:10][OH:11].O.C1(C)C=CC(S(O)(=O)=O)=CC=1>C1(C)C=CC=CC=1>[O:8]1[CH2:9][CH2:10][O:11][CH:7]1[C:2]1[CH:3]=[CH:4][CH:5]=[CH:6][N:1]=1 |f:2.3|. Reported procedure: A mixture of 2-pyridinecarboxaldehyde (500 g, 4.67 mol), 561 mL of ethylene glycol, and 234 g of p-toluenesulfonic acid monohydrate in 5.8 L of toluene was heated to reflux while distilling (azeotropic) water formed during the reaction. The solvent was removed in vacuo and the residue was distilled to afford 475 g (67%) of 2-(1,3-dioxolan-2-yl)pyridine (Formula V: R1 =H). Reactants: CC(C)c1nc(N(C)S(C)(=O)=O)nc(-c2ccc(F)cc2)c1CBr, Cc1ccccc1, O, CCO[PH2](c1ccccc1)c1ccccc1. The product is CC(C)c1nc(N(C)S(C)(=O)=O)nc(-c2ccc(F)cc2)c1CP(=O)(c1ccccc1)c1ccccc1. As a reaction SMILES: [Br:1][CH2:2][c:3]1[c:4](-[c:18]2[cH:19][cH:20][c:21]([F:24])[cH:22][cH:23]2)[n:5][c:6]([N:12]([S:13](=[O:14])(=[O:15])[CH3:16])[CH3:17])[n:7][c:8]1[CH:9]([CH3:10])[CH3:11].[CH3:25][c:26]1[cH:27][cH:28][cH:29][cH:30][cH:31]1.[OH2:48].[c:32]1([PH2:38]([O:39][CH2:40][CH3:41])[c:42]2[cH:43][cH:44][cH:45][cH:46][cH:47]2)[cH:33][cH:34][cH:35][cH:36][cH:37]1>>[CH2:2]([c:3]1[c:4](-[c:18]2[cH:19][cH:20][c:21]([F:24])[cH:22][cH:23]2)[n:5][c:6]([N:12]([S:13](=[O:14])(=[O:15])[CH3:16])[CH3:17])[n:7][c:8]1[CH:9]([CH3:10])[CH3:11])[P:38]([c:32]1[cH:33][cH:34][cH:35][cH:36][cH:37]1)(=[O:39])[c:42]1[cH:43][cH:44][cH:45][cH:46][cH:47]1. The reactants are N(C1=CC=CC=C1)[N] (anilino nitrogen), NN (hydrazine), ClC1=C(C=C(C(=C1[N+](=O)[O-])Cl)[N+](=O)[O-])C(F)(F)F (2,4-dichloro-3,5-dinitrobenzotrifluoride). Yields the product ClC=1C(=C(N)C(=CC1)[N+](=O)[O-])[N+](=O)[O-] (3-chloro-2,6-dinitroaniline). Reaction SMILES: [NH:1]([N])C1C=CC=CC=1.NN.[Cl:11][C:12]1[C:17]([N+:18]([O-:20])=[O:19])=[C:16](Cl)[C:15]([N+:22]([O-:24])=[O:23])=[CH:14][C:13]=1C(F)(F)F>>[Cl:11][C:12]1[C:17]([N+:18]([O-:20])=[O:19])=[C:16]([C:15]([N+:22]([O-:24])=[O:23])=[CH:14][CH:13]=1)[NH2:1] |^3:1|. Procedure: The 3-chloro starting materials for the preparation of the azido compounds of my invention are prepared by reacting the appropriate amine or appropriate hydrazine with 2,4-dichloro-3,5-dinitrobenzotrifluoride as described in U.S. Pat. No. 3,617,252. The amine or hydrazine is chosen to give the desired substitution pattern on the anilino nitrogen of the final product. The amine or hydrazine reacts preferentially with the chlorine atom between the two nitro groups of the 2,4-dichloro-3,5-dinitrobe... The reactants are FC=1C=C(C=CC1)C1=C(C=CC=C1)NC#N (3'-fluoro-2-biphenylylcyanamide), OC1CCNCC1 (4-hydroxypiperidine). Solvent: COCCOC (1,2-dimethoxyethane). Yields the product FC=1C=C(C=CC1)C1=C(C=CC=C1)NC(=N)N1CCC(CC1)O (N-(3'-fluoro-2-biphenylyl)-4-hydroxypiperidine-1-carboxamidine). RXN SMILES: [F:1][C:2]1[CH:3]=[C:4]([C:8]2[CH:13]=[CH:12][CH:11]=[CH:10][C:9]=2[NH:14][C:15]#[N:16])[CH:5]=[CH:6][CH:7]=1.[OH:17][CH:18]1[CH2:23][CH2:22][NH:21][CH2:20][CH2:19]1>COCCOC>[F:1][C:2]1[CH:3]=[C:4]([C:8]2[CH:13]=[CH:12][CH:11]=[CH:10][C:9]=2[NH:14][C:15]([N:21]2[CH2:22][CH2:23][CH:18]([OH:17])[CH2:19][CH2:20]2)=[NH:16])[CH:5]=[CH:6][CH:7]=1. Reported procedure: A mixture of 3'-fluoro-2-biphenylylcyanamide (4.1 g) and 4-hydroxypiperidine (1.95 g) in 1,2-dimethoxyethane (30 ml) was heated at 90°-95° C. for 4 hours to give N-(3'-fluoro-2-biphenylyl)-4-hydroxypiperidine-1-carboxamidine as a colourless solid (m.p. 147°-148° C.) which was recrystallised from ethylacetate.